Dataset: the Open Reaction Database (ORD), a public repository of structured organic reaction records. Task: describe an organic reaction: reactants, conditions, products, and yield Starting materials: C[S-].[Na+] (Sodium methanethiolate), ClC1=NC(=NC(=N1)Cl)C (2,4-dichloro-6-methyl-1,3,5-triazine), C1(=CC=CC=C1)C (toluene). Solvent: O (water). Reaction conditions: time 1 hour. The product is ClC1=NC(=NC(=N1)C)SC (2-chloro-4-methyl-6-(methylthio)-1,3,5-triazine). Isolated yield 78.6%. As a reaction SMILES: [CH3:1][S-:2].[Na+].[Cl:4][C:5]1[N:10]=[C:9](Cl)[N:8]=[C:7]([CH3:12])[N:6]=1.C1(C)C=CC=CC=1>O>[Cl:4][C:5]1[N:6]=[C:7]([CH3:12])[N:8]=[C:9]([S:2][CH3:1])[N:10]=1 |f:0.1|. Procedure: Sodium methanethiolate (0.49 g, 7.0 mmol) was added portionwise at 0° C. to a stirred cloudy solution of 2,4-dichloro-6-methyl-1,3,5-triazine (7) (1.04 g, 6.3 mmol) in toluene (10 mL, 94 mmol) over 15 min. After addition, the pale yellow mixture was stirred at the same temperature for another 1 h, and water (10 mL) was added. The separated aqueous layer was extracted with EtOAc (2×20 mL) and the combined organic layers were washed with brine, dried over Na2SO4, and concentrated to give the crude... Reactants: BrCC(C(=O)O)=O (Bromopyruvic acid), C1(=CC=CC=C1)C(=[N+]=[N-])C1=CC=CC=C1 (diphenyldiazomethane). Reaction SMILES: [Br:1][CH2:2][C:3](=[O:7])[C:4]([OH:6])=[O:5].[C:8]1([C:14]([C:17]2[CH:22]=[CH:21][CH:20]=[CH:19][CH:18]=2)=[N+]=[N-])[CH:13]=[CH:12][CH:11]=[CH:10][CH:9]=1>>[Br:1][CH2:2][C:3](=[O:7])[C:4]([O:6][CH:14]([C:8]1[CH:13]=[CH:12][CH:11]=[CH:10][CH:9]=1)[C:17]1[CH:22]=[CH:21][CH:20]=[CH:19][CH:18]=1)=[O:5]. Procedure: Bromopyruvic acid is treated with diphenyldiazomethane by standard methods to give benzhydryl bromopyruvate. Yields the product BrCC(C(=O)OC(C1=CC=CC=C1)C1=CC=CC=C1)=O (benzhydryl bromopyruvate). Reactants: C[N+]1(CCOCC1)[O-] (NMO), ClC1=C(C=C(CNC(C)=O)C=C1)CO (N-(4-chloro-3-hydroxymethyl-benzyl)-acetamide). Reagents/catalysts: [Ru](=O)(=O)(=O)[O-].C(CC)[N+](CCC)(CCC)CCC (tetrapropylammonium perruthenate). The solvent is CC#N (CH3CN). Reaction conditions: time 30 minute. The product is ClC1=C(C=C(CNC(C)=O)C=C1)C=O (N-(4-Chloro-3-formyl-benzyl)-acetamide). Yield: 65.6%. As a reaction SMILES: C[N+]1([O-])CCOCC1.[Cl:9][C:10]1[CH:20]=[CH:19][C:13]([CH2:14][NH:15][C:16](=[O:18])[CH3:17])=[CH:12][C:11]=1[CH2:21][OH:22]>CC#N.[Ru]([O-])(=O)(=O)=O.C([N+](CCC)(CCC)CCC)CC>[Cl:9][C:10]1[CH:20]=[CH:19][C:13]([CH2:14][NH:15][C:16](=[O:18])[CH3:17])=[CH:12][C:11]=1[CH:21]=[O:22] |f:3.4|. Procedure details: NMO (1.15 g, 8.26 mmol) was added to a sol. of N-(4-chloro-3-hydroxymethyl-benzyl)-acetamide (588 mg, 2.75 mmol) in CH3CN (27 mL). The sol. was stirred for 30 min at rt, and tetrapropylammonium perruthenate (97 mg, 0.28 mmol) was added. The mixture was stirred for 1 h at rt, and was filtered over Celite. The precipitate was washed with CH3CN. The filtrate was evaporated under reduced pressure. Purification of the crude by FC (CH2Cl2/MeOH 95:5) yielded the title compound (382 mg, 66%). LC-MS: tR=... The solvent is CC(=O)C (acetone), CC(=O)C (acetone). Yield: 73.5%. Reported procedure: While stirring and under nitrogen, a mixture of 3.14 g (0.15 mol) of 2-(4'-hydroxy-phenyl)-indole, prepared as in Example 2, 2.1 g of anhydrous potassium carbonate and 100 ml of anhydrous acetone was refluxed and a solution of 50 ml of anhydrous acetone containing 1.8 ml (0.015 mol) of benzyl bromide was then added, drop-by-drop. The solution was heated for 4 hours and 0.4 ml (0.003 mole) of benzyl bromide was added with 0.5 g of potassium carbonate. Heating was continued for 4 hours and the hot... Product: C(C1=CC=CC=C1)OC1=CC=C(C=C1)C=1NC2=CC=CC=C2C1 (2-(4'-benzyloxy-phenyl)-indole). Starting materials: OC1=CC=C(C=C1)C=1NC2=CC=CC=C2C1 (2-(4'-hydroxy-phenyl)-indole), C([O-])([O-])=O.[K+].[K+] (potassium carbonate), C(C1=CC=CC=C1)Br (benzyl bromide), C([O-])([O-])=O.[K+].[K+] (potassium carbonate), C(C1=CC=CC=C1)Br (benzyl bromide). Reaction SMILES: [OH:1][C:2]1[CH:7]=[CH:6][C:5]([C:8]2[NH:9][C:10]3[C:15]([CH:16]=2)=[CH:14][CH:13]=[CH:12][CH:11]=3)=[CH:4][CH:3]=1.C(=O)([O-])[O-].[K+].[K+].[CH2:23](Br)[C:24]1[CH:29]=[CH:28][CH:27]=[CH:26][CH:25]=1>CC(C)=O>[CH2:23]([O:1][C:2]1[CH:3]=[CH:4][C:5]([C:8]2[NH:9][C:10]3[C:15]([CH:16]=2)=[CH:14][CH:13]=[CH:12][CH:11]=3)=[CH:6][CH:7]=1)[C:24]1[CH:29]=[CH:28][CH:27]=[CH:26][CH:25]=1 |f:1.2.3|. Conditions: time 4 hour. Reaction SMILES: [O:1]=[C:2]1[C:11]2=[CH:12][CH:13]=[C:14]([C:15]3[CH:20]=[CH:19][CH:18]=[CH:17][CH:16]=3)[C:9]3=[C:10]2[N:5]([CH2:6][CH2:7][CH2:8]3)[CH:4]=[C:3]1[C:21]([OH:23])=[O:22].[OH-].[Na+:25]>O>[O:1]=[C:2]1[C:11]2=[CH:12][CH:13]=[C:14]([C:15]3[CH:16]=[CH:17][CH:18]=[CH:19][CH:20]=3)[C:9]3=[C:10]2[N:5]([CH2:6][CH2:7][CH2:8]3)[CH:4]=[C:3]1[C:21]([O-:23])=[O:22].[Na+:25] |f:1.2,4.5|. The product is O=C1C(=CN2CCCC3=C2C1=CC=C3C3=CC=CC=C3)C(=O)[O-].[Na+] (sodium 6,7-dihydro-1-oxo-8-phenyl-1H,5H-benzo[ij]quinolizine-2-carboxylate). Reactants: O=C1C(=CN2CCCC3=C2C1=CC=C3C3=CC=CC=C3)C(=O)O (6,7-dihydro-1-oxo-8-phenyl-1H,5H-benzo[ij]quinolizine-2-carboxylic acid), [OH-].[Na+] (sodium hydroxide). Procedure details: A sample of 6,7-dihydro-1-oxo-8-phenyl-1H,5H-benzo[ij]quinolizine-2-carboxylic acid, 100 ml of water and 0.176 g of sodium hydroxide was heated to obtain solution, filtered, then lyophilized to provide fluffy white solid sodium 6,7-dihydro-1-oxo-8-phenyl-1H,5H-benzo[ij]quinolizine-2-carboxylate, m.p. 230°-231° C. Analysis: Calculated for C20H16NNaO3.1.5H2O: %C, 65.2; %H, 5.2; %N, 3.8; Found: %C, 65.1; %H, 4.8; %N, 3.6. The structural assignment was confirmed by infrared spectral analysis. Run in O (water). Reactants: CCN=C=NCCCN(C)C (WSC), BrC=1C=NC=C(C(=O)O)C1 (5-Bromo-nicotinic acid), C(Cl)(Cl)Cl (CHCl3), C(Cl)(Cl)Cl (chloroform). The reagents and catalysts are CN(C)C=1C=CN=CC1 (DMAP). Run in C(C)(C)(C)O (tert-BuOH). Yields the product C(C)(C)(C)OC(C1=CN=CC(=C1)Br)=O (5-Bromo-nicotinic acid tert-butyl ester). As a reaction SMILES: [Br:1][C:2]1[CH:3]=[N:4][CH:5]=[C:6]([CH:10]=1)[C:7]([OH:9])=[O:8].CCN=C=N[CH2:16][CH2:17][CH2:18]N(C)C.[CH:22](Cl)(Cl)Cl>C(O)(C)(C)C.CN(C1C=CN=CC=1)C>[C:17]([O:8][C:7](=[O:9])[C:6]1[CH:10]=[C:2]([Br:1])[CH:3]=[N:4][CH:5]=1)([CH3:18])([CH3:22])[CH3:16]. Reported procedure: 5-Bromo-nicotinic acid (20.2 g, 100 mmol) was dissolved in CHCl3 (200 mL) and tert-BuOH (40 mL); and WSC (21.1 g, 110 mmol) and DMAP (21.1 g, 10 mmol) was added thereto in order, and stirred at room temperature over night. The reaction mixture was diluted with chloroform, washed with 0.5N HCl aq. (220 mL), 0.5N NaOH aq. (100 mL), brine and dried over MgSO4 and silica gel. After filtration, the solvents were removed in vacuo to afford 5-Bromo-nicotinic acid tert-butyl ester as a colorless solid. ... Yields the product Cl, O=CCN1CC2CC1CO2. The reactants are COC(CN1CC2CC1CO2)OC, Cl, O. Reaction SMILES: [CH3:1][O:2][CH:3]([CH2:4][N:5]1[CH:6]2[CH2:7][O:8][CH:9]([CH2:10]1)[CH2:11]2)[O:12][CH3:13].[ClH:14].[OH2:15]>>[ClH:14].[O:2]=[CH:3][CH2:4][N:5]1[CH:6]2[CH2:7][O:8][CH:9]([CH2:10]1)[CH2:11]2. The reactants are C(C)N(S(=O)(=O)C)C=1C(=CC=2N(C1)N=C(C2C(=O)O)C2=CC=C(C=C2)F)C2=CC(=CC=C2)C(NC(C)(C)C2=CC=CC=C2)=O (6-(N-ethylmethylsulfonamido)-2-(4-fluorophenyl)-5-(3-(2-phenylpropan-2-ylcarbamoyl)phenyl)pyrazolo[1,5-a]pyridine-3-carboxylic acid), Cl.CN (methylamine hydrochloride). Product: C(C)(=O)[O-].[NH4+] (ammonium acetate), C(C)N(S(=O)(=O)C)C=1C(=CC=2N(C1)N=C(C2C(=O)NC)C2=CC=C(C=C2)F)C2=CC(=CC=C2)C(NC(C)(C)C2=CC=CC=C2)=O (6-(N-ethylmethylsulfonamido)-2-(4-fluorophenyl)-N-methyl-5-(3-(2-phenylpropan-2-ylcarbamoyl)phenyl)pyrazolo[1,5-a]pyridine-3-carboxamide). Reaction SMILES: [CH2:1]([N:3]([C:8]1[C:9]([C:27]2[CH:32]=[CH:31][CH:30]=[C:29]([C:33](=[O:44])[NH:34][C:35]([C:38]3[CH:43]=[CH:42][CH:41]=[CH:40][CH:39]=3)([CH3:37])[CH3:36])[CH:28]=2)=[CH:10][C:11]2[N:12]([N:14]=[C:15]([C:20]3[CH:25]=[CH:24][C:23]([F:26])=[CH:22][CH:21]=3)[C:16]=2[C:17]([OH:19])=[O:18])[CH:13]=1)[S:4]([CH3:7])(=[O:6])=[O:5])[CH3:2].Cl.[CH3:46][NH2:47]>>[C:17]([O-:19])(=[O:18])[CH3:16].[NH4+:3].[CH2:1]([N:3]([C:8]1[C:9]([C:27]2[CH:32]=[CH:31][CH:30]=[C:29]([C:33](=[O:44])[NH:34][C:35]([C:38]3[CH:39]=[CH:40][CH:41]=[CH:42][CH:43]=3)([CH3:36])[CH3:37])[CH:28]=2)=[CH:10][C:11]2[N:12]([N:14]=[C:15]([C:20]3[CH:21]=[CH:22][C:23]([F:26])=[CH:24][CH:25]=3)[C:16]=2[C:17]([NH:47][CH3:46])=[O:18])[CH:13]=1)[S:4]([CH3:7])(=[O:6])=[O:5])[CH3:2] |f:1.2,3.4|. Procedure: 6-(N-ethylmethylsulfonamido)-2-(4-fluorophenyl)-N-methyl-5-(3-(2-phenylpropan-2-ylcarbamoyl)phenyl)pyrazolo[1,5-a]pyridine-3-carboxamide was prepared from 6-(N-ethylmethylsulfonamido)-2-(4-fluorophenyl)-5-(3-(2-phenylpropan-2-ylcarbamoyl)phenyl)pyrazolo[1,5-a]pyridine-3-carboxylic acid (0.030 g, 0.049 mmol) and methylamine hydrochloride (0.014 g, 0.19 mmol). The resultant residue was purified using preparative HPLC (Waters—Xbridge, 50×100 mm, 5 micron, C18 column; 0.1M ammonium acetate, 0-100% B... Reactants: Cl.C(C)(=O)OCC (hydrochloric acid ethyl acetate), CN(C1=CC=C(CCN2C[C@@H](CC2)N2C3=C(OCC4=C2C=CC=C4)C=CC=C3)C=C1)C ((R)-5,11-dihydro-5-[1-(4-dimethylaminophenethyl)pyrrolidine-3-yl]dibenzo[b,e][1,4]oxazepine). Solvent: ClCCl (dichloromethane). Run at time 1 hour. Yields the product Cl.Cl.CN(C1=CC=C(C=C1)CCN1C[C@@H](CC1)N1C2=C(OCC3=C1C=CC=C3)C=CC=C2)C ((R)-5,11-Dihydro-5-[1-[(4-dimethylaminophenyl)ethyl]pyrrolidine-3-yl]dibenzo[b,e][1,4]oxazepine Dihydrochloride), solid. The yield is 89.0%. RXN SMILES: [ClH:1].C(OCC)(=O)C.[CH3:8][N:9]([CH3:38])[C:10]1[CH:37]=[CH:36][C:13]([CH2:14][CH2:15][N:16]2[CH2:20][CH2:19][C@@H:18]([N:21]3[C:27]4[CH:28]=[CH:29][CH:30]=[CH:31][C:26]=4[CH2:25][O:24][C:23]4[CH:32]=[CH:33][CH:34]=[CH:35][C:22]3=4)[CH2:17]2)=[CH:12][CH:11]=1>ClCCl>[ClH:1].[ClH:1].[CH3:38][N:9]([CH3:8])[C:10]1[CH:11]=[CH:12][C:13]([CH2:14][CH2:15][N:16]2[CH2:20][CH2:19][C@@H:18]([N:21]3[C:27]4[CH:28]=[CH:29][CH:30]=[CH:31][C:26]=4[CH2:25][O:24][C:23]4[CH:32]=[CH:33][CH:34]=[CH:35][C:22]3=4)[CH2:17]2)=[CH:36][CH:37]=1 |f:0.1,4.5.6|. Reported procedure: 1.0 ml of 4 M hydrochloric acid/ethyl acetate was added to a solution of (R)-5,11-dihydro-5-[1-(4-dimethylaminophenethyl)pyrrolidine-3-yl]dibenzo[b,e][1,4]oxazepine (196 mg) in dichloromethane (5 ml), and they were stirred for 1 hour. The solvent was evaporated under reduced pressure to obtain the title compound in the form of a light yellow solid (205 mg, 89%). The reactants are BrCC=1C=C2CN(C(C2=C(C1)C)=O)CC1=CC=C(C=C1)OC(F)(F)F (5-bromomethyl-7-methyl-2-(4-trifluoromethoxybenzyl)-2,3-dihydroisoindol-1-one), CNCC1=CC=CC=C1 (N-methylbenzylamine), C(C)(C)N(CC)C(C)C (diisopropylethylamine). The solvent is C(C)#N (acetonitrile), C(C)#N (acetonitrile). Product: C(C1=CC=CC=C1)CNCC=1C=C2CN(C(C2=C(C1)C)=O)CC1=CC=C(C=C1)OC(F)(F)F (5-[(benzylmethylamino)methyl]-7-methyl-2-(4-trifluoromethoxybenzyl)-2,3-dihydroisoindol-1-one). Isolated yield 82.5%. Reaction SMILES: Br[CH2:2][C:3]1[CH:4]=[C:5]2[C:9](=[C:10]([CH3:12])[CH:11]=1)[C:8](=[O:13])[N:7]([CH2:14][C:15]1[CH:20]=[CH:19][C:18]([O:21][C:22]([F:25])([F:24])[F:23])=[CH:17][CH:16]=1)[CH2:6]2.CN[CH2:28][C:29]1[CH:34]=[CH:33][CH:32]=[CH:31][CH:30]=1.[CH:35]([N:38](C(C)C)CC)(C)C>C(#N)C>[CH2:28]([CH2:35][NH:38][CH2:2][C:3]1[CH:4]=[C:5]2[C:9](=[C:10]([CH3:12])[CH:11]=1)[C:8](=[O:13])[N:7]([CH2:14][C:15]1[CH:20]=[CH:19][C:18]([O:21][C:22]([F:25])([F:24])[F:23])=[CH:17][CH:16]=1)[CH2:6]2)[C:29]1[CH:30]=[CH:31][CH:32]=[CH:33][CH:34]=1. Reported procedure: A solution of 5-bromomethyl-7-methyl-2-(4-trifluoromethoxybenzyl)-2,3-dihydroisoindol-1-one (50 mg, 0.12 mmol) in acetonitrile (3 mL) was added drop wise to N-methylbenzylamine (24 mg, 0.2 mmol) and diisopropylethylamine (0.17 mL, 1 mmol) in acetonitrile (5 mL). After 4 hours the reaction was evaporated. The residue was chromatographed on silica gel, eluting with 0 to 25% ethyl acetate in methylene chloride, to give 45 mg (83% yield) of 5-[(benzylmethylamino)methyl]-7-methyl-2-(4-trifluoromethox...